The task is: describe an organic reaction: reactants, conditions, products, and yield. This data is from the Open Reaction Database (ORD), a public repository of structured organic reaction records. Reactants: CCOC(C)=O, CS(=O)(=O)OS(C)(=O)=O, COc1nc2cc(C)c(Cl)c(N)c2nc1OC, C1CCOC1, O, c1ccncc1. RXN SMILES: [CH3:39][CH2:40][O:41][C:42](=[O:43])[CH3:44].[CH3:7][S:8](=[O:9])([O:11][S:10]([CH3:12])(=[O:13])=[O:14])=[O:15].[NH2:16][c:17]1[c:18]2[n:19][c:20]([O:31][CH3:32])[c:21]([O:29][CH3:30])[n:22][c:23]2[cH:24][c:25]([CH3:28])[c:26]1[Cl:27].[O:34]1[CH2:35][CH2:36][CH2:37][CH2:38]1.[OH2:33].[cH:1]1[cH:2][cH:3][n:4][cH:5][cH:6]1>>[CH3:7][S:8](=[O:9])(=[O:11])[NH:16][c:17]1[c:18]2[n:19][c:20]([O:31][CH3:32])[c:21]([O:29][CH3:30])[n:22][c:23]2[cH:24][c:25]([CH3:28])[c:26]1[Cl:27]. The product is COc1nc2cc(C)c(Cl)c(NS(C)(=O)=O)c2nc1OC. The reactants are CC=1N(C2=CC=C(C=C2C1C1=CC=C(C=C1)F)C)C1=CC=[N+](C=C1)C (4-[2,5-Dimethyl-3-(4-fluorophenyl)-1H-indol-1-yl]-1-methylpyridinium), [I-] (iodide). Reagents/catalysts: O=[Pt]=O (PtO2). Run in C(C)(=O)O (acetic acid). Yields the product CC=1N(C2=CC=C(C=C2C1C1=CC=C(C=C1)F)C)C1CCN(CC1)C (2,5-Dimethyl-3-(4-fluorophenyl)-1-(1-methyl-4-piperidyl)-1H-indole). Reaction SMILES: [CH3:1][C:2]1[N:3]([C:19]2[CH:24]=[CH:23][N+:22]([CH3:25])=[CH:21][CH:20]=2)[C:4]2[C:9]([C:10]=1[C:11]1[CH:16]=[CH:15][C:14]([F:17])=[CH:13][CH:12]=1)=[CH:8][C:7]([CH3:18])=[CH:6][CH:5]=2.[I-]>C(O)(=O)C.O=[Pt]=O>[CH3:1][C:2]1[N:3]([CH:19]2[CH2:24][CH2:23][N:22]([CH3:25])[CH2:21][CH2:20]2)[C:4]2[C:9]([C:10]=1[C:11]1[CH:12]=[CH:13][C:14]([F:17])=[CH:15][CH:16]=1)=[CH:8][C:7]([CH3:18])=[CH:6][CH:5]=2. Procedure: 4-[2,5-Dimethyl-3-(4-fluorophenyl)-1H-indol-1-yl]-1-methylpyridinium, iodide 8a (3.0 g) was dissolved in acetic acid (75 ml) and PtO2 (0.4 g) was added. After hydrogenation for 2 weeks at 3 ato the catalyst was filtered off, the acetic acid was evaporated in vacuo and water (50 ml) was added. The thus obtained acidic solution was made alkaline (pH>9) with concentrated sodium hydroxide and extracted with ethyl acetate (2×50 ml). The organic phases were successively washed with diluted sodium hydr...